Dataset: the Open Reaction Database (ORD), a public repository of structured organic reaction records. Task: describe an organic reaction: reactants, conditions, products, and yield Reactants: [Al+3], C1CCOC1, CNC(=O)c1cn(C)c2ccccc12, [H-], [H-], [H-], [H-], [Li+]. The product is CNCc1cn(C)c2ccccc12. As a reaction SMILES: [Al+3:2].[CH2:21]1[O:22][CH2:23][CH2:24][CH2:25]1.[CH3:7][NH:8][C:9](=[O:10])[c:11]1[cH:12][n:13]([CH3:20])[c:14]2[cH:15][cH:16][cH:17][cH:18][c:19]12.[H-:1].[H-:4].[H-:5].[H-:6].[Li+:3]>>[CH3:7][NH:8][CH2:9][c:11]1[cH:12][n:13]([CH3:20])[c:14]2[cH:15][cH:16][cH:17][cH:18][c:19]12. Reactants: ONC(C1=CC(=CC=C1)S(N)(=O)=O)=N (N-hydroxy-3-sulfamoyl-benzamidine), ClC1=CC=C(C=C1)C1=NC(=NC(=C1)C(F)(F)F)C(=O)O (4-(4-chloro-phenyl)-6-trifluoromethyl-pyrimidine-2-carboxylic acid). Product: ClC1=CC=C(C=C1)C1=NC(=NC(=C1)C(F)(F)F)C1=NC(=NO1)C=1C=C(C=CC1)S(=O)(=O)N (3-{5-[4-(4-Chloro-phenyl)-6-trifluoromethyl-pyrimidin-2-yl]-[1,2,4]oxadiazol-3-yl}-benzenesulfonamide), solid. Yield: 75.0%. Reaction SMILES: [OH:1][NH:2][C:3](=[NH:14])[C:4]1[CH:9]=[CH:8][CH:7]=[C:6]([S:10](=[O:13])(=[O:12])[NH2:11])[CH:5]=1.[Cl:15][C:16]1[CH:21]=[CH:20][C:19]([C:22]2[CH:27]=[C:26]([C:28]([F:31])([F:30])[F:29])[N:25]=[C:24]([C:32](O)=O)[N:23]=2)=[CH:18][CH:17]=1>>[Cl:15][C:16]1[CH:17]=[CH:18][C:19]([C:22]2[CH:27]=[C:26]([C:28]([F:30])([F:29])[F:31])[N:25]=[C:24]([C:32]3[O:1][N:2]=[C:3]([C:4]4[CH:5]=[C:6]([S:10]([NH2:11])(=[O:12])=[O:13])[CH:7]=[CH:8][CH:9]=4)[N:14]=3)[N:23]=2)=[CH:20][CH:21]=1. Procedure: The title compound was prepared from N-hydroxy-3-sulfamoyl-benzamidine [CAS-No. 9000-88-7] (0.16 g, 0.75 mmol) and 4-(4-chloro-phenyl)-6-trifluoromethyl-pyrimidine-2-carboxylic acid (example D.1) (0.17 g, 0.5 mmol) according to the general procedure V. Obtained as a white solid (0.18 g, 75%). MS (ISN) 480.1 [(M−H)−]; mp 231° C. Starting materials: SC1=NC=CC=C1 (2-mercaptopyridine), [H-].[Na+] (sodium hydride), CN(C=O)C (dimethylformamide), S1C(=CC=C1)CC(=O)OCCl (chloromethyl thiolacetate), CN(C=O)C (dimethylformamide). Run in C(C)(=O)OCC (ethyl acetate). Conditions: time 2.5 minute. Product: C(C)(=O)SCSC1=NC=CC=C1 (2-acetylthiomethylthiopyridine). Isolated yield 72.0%. Reaction SMILES: [SH:1][C:2]1[CH:7]=[CH:6][CH:5]=[CH:4][N:3]=1.[H-].[Na+].[S:10]1[CH:14]=C[CH:12]=[C:11]1CC(OCCl)=O.CN(C)C=[O:24]>C(OCC)(=O)C>[C:11]([S:10][CH2:14][S:1][C:2]1[CH:7]=[CH:6][CH:5]=[CH:4][N:3]=1)(=[O:24])[CH3:12] |f:1.2|. Procedure: To a solution of 2-mercaptopyridine (1.11 g : 9.98 mMol.) in dimethylformamide (10 ml) is added sodium hydride (400 mg : 60% dispersion in oil), and the mixture is stirred at room temperature for 2 to 3 minutes. To this reaction mixture at -30° C. is added a solution of chloromethyl thiolacetate (1.12 g : 9.00 mMol.) in dimethylformamide (2 ml), and the mixture is stirred at -20 to -30° C. for 1 hour. The reaction mixture is diluted with ethyl acetate, washed with water and brine, dried over sod... The reactants are OC1(N(C(C2=CC=CC=C12)=O)CC1=CC=CC=C1)C=1C=CC2=C(NC(=N2)CC(=O)OCCCCl)C1 (3-chloropropyl {6-[1-hydroxy-3-oxo-2-(phenylmethyl)-2,3-dihydro-1H-isoindol-1-yl]-1H-benzimidazol-2-yl}acetate), CN1CCNCC1 (1-methyl-piperazine). Solvent: C(C)#N (acetonitrile). The product is OC1(N(C(C2=CC=CC=C12)=O)CC1=CC=CC=C1)C=1C=CC2=C(NC(=N2)CC(=O)OCCCN2CCN(CC2)C)C1 (3-(4-methylpiperazin-1-yl)propyl {6-[1-hydroxy-3-oxo-2-(phenylmethyl)-2,3-dihydro-1H-isoindol-1-yl]-1H-benzimidazol-2-yl}acetate). Yield: 42.5%. Reaction SMILES: [OH:1][C:2]1([C:19]2[CH:20]=[CH:21][C:22]3[N:26]=[C:25]([CH2:27][C:28]([O:30][CH2:31][CH2:32][CH2:33]Cl)=[O:29])[NH:24][C:23]=3[CH:35]=2)[C:10]2[C:5](=[CH:6][CH:7]=[CH:8][CH:9]=2)[C:4](=[O:11])[N:3]1[CH2:12][C:13]1[CH:18]=[CH:17][CH:16]=[CH:15][CH:14]=1.[CH3:36][N:37]1[CH2:42][CH2:41][NH:40][CH2:39][CH2:38]1>C(#N)C>[OH:1][C:2]1([C:19]2[CH:20]=[CH:21][C:22]3[N:26]=[C:25]([CH2:27][C:28]([O:30][CH2:31][CH2:32][CH2:33][N:40]4[CH2:41][CH2:42][N:37]([CH3:36])[CH2:38][CH2:39]4)=[O:29])[NH:24][C:23]=3[CH:35]=2)[C:10]2[C:5](=[CH:6][CH:7]=[CH:8][CH:9]=2)[C:4](=[O:11])[N:3]1[CH2:12][C:13]1[CH:18]=[CH:17][CH:16]=[CH:15][CH:14]=1. Reported procedure: A solution of 3-chloropropyl {6-[1-hydroxy-3-oxo-2-(phenylmethyl)-2,3-dihydro-1H-isoindol-1-yl]-1H-benzimidazol-2-yl}acetate (0.25 g, 0.51 mmol) and 1-methyl-piperazine (0.46 mL, 5.10 mmol) in acetonitrile (5.0 mL) was heated to 80° C. for 2 hours. The reaction mixture was cooled to room temperature and the solvent was evaporated. The resulting crude product was purified by reverse phase preparative HPLC (CH3CN/25 mM aqueous ammonium acetate). The fractions were collected, and the solvent was co... The reactants are C(C)(C)(C)C=1C=C(C=O)C=C(C1O)Cl (3-tert-butyl-5-chloro-4-hydroxybenzaldehyde), C(CC#N)#N (malononitrile). The product is C(C)(C)(C)C=1C=C(C=C(C#N)C#N)C=C(C1O)Cl (3-tert-butyl-5-chloro-4-hydroxybenzylidenemalononitrile). Reaction SMILES: [C:1]([C:5]1[CH:6]=[C:7]([CH:10]=[C:11]([Cl:14])[C:12]=1[OH:13])[CH:8]=O)([CH3:4])([CH3:3])[CH3:2].[C:15](#[N:19])[CH2:16][C:17]#[N:18]>>[C:1]([C:5]1[CH:6]=[C:7]([CH:10]=[C:11]([Cl:14])[C:12]=1[OH:13])[CH:8]=[C:16]([C:15]#[N:19])[C:17]#[N:18])([CH3:4])([CH3:3])[CH3:2]. Reported procedure: In a similar manner as described in Example 2 reaction of 3-tert-butyl-5-chloro-4-hydroxybenzaldehyde and malononitrile gave 3-tert-butyl-5-chloro-4-hydroxybenzylidenemalononitrile m.p. 173°. Reactants: ClCCl, O=C(c1ccc(Nc2ccnc3cc(C(F)(F)F)ccc23)cc1)N1CCNCC1, Cc1ccc(S(=O)(=O)N=C=O)cc1. Product: Cc1ccc(S(=O)(=O)NC(=O)N2CCN(C(=O)c3ccc(Nc4ccnc5cc(C(F)(F)F)ccc45)cc3)CC2)cc1. As a reaction SMILES: [CH2:43]([Cl:44])[Cl:45].[F:1][C:2]([c:3]1[cH:4][cH:5][c:6]2[c:7]([NH:13][c:14]3[cH:15][cH:16][c:17]([C:18](=[O:19])[N:20]4[CH2:21][CH2:22][NH:23][CH2:24][CH2:25]4)[cH:26][cH:27]3)[cH:8][cH:9][n:10][c:11]2[cH:12]1)([F:28])[F:29].[c:30]1([CH3:42])[cH:31][cH:32][c:33]([S:36](=[O:37])(=[O:38])[N:39]=[C:40]=[O:41])[cH:34][cH:35]1>>[F:1][C:2]([c:3]1[cH:4][cH:5][c:6]2[c:7]([NH:13][c:14]3[cH:15][cH:16][c:17]([C:18](=[O:19])[N:20]4[CH2:21][CH2:22][N:23]([C:40]([NH:39][S:36]([c:33]5[cH:32][cH:31][c:30]([CH3:42])[cH:35][cH:34]5)(=[O:37])=[O:38])=[O:41])[CH2:24][CH2:25]4)[cH:26][cH:27]3)[cH:8][cH:9][n:10][c:11]2[cH:12]1)([F:28])[F:29].